The task is: describe an organic reaction: reactants, conditions, products, and yield. This data is from the Open Reaction Database (ORD), a public repository of structured organic reaction records. Product: O=C1NC(CO)C=Cc2ccccc21. As a reaction SMILES: [C:29](#[N:30])[CH3:31].[CH2:18]1[CH2:19][CH2:20][C:21]2=[N:26][CH2:25][CH2:24][CH2:23][N:22]2[CH2:27][CH2:28]1.[CH2:1]([O:3][C:4](=[O:2])[c:5]1[c:6]([CH:11]=[CH:12][CH:13]([CH2:14][OH:15])[NH2:16])[cH:7][cH:8][cH:9][cH:10]1)[CH3:17].[c:32]1([CH3:33])[cH:34][cH:35][cH:36][cH:37][cH:38]1>>[O:3]=[C:4]1[c:5]2[c:6]([cH:7][cH:8][cH:9][cH:10]2)[CH:11]=[CH:12][CH:13]([CH2:14][OH:15])[NH:16]1. The reactants are CC#N, C1CCC2=NCCCN2CC1, CCOC(=O)c1ccccc1C=CC(N)CO, Cc1ccccc1. Reactants: N1(CCNCC1)C1=CC=C(C(=O)OCC)C=C1 (ethyl 4-(piperazin-1-yl)-benzoate), C([O-])([O-])=O.[K+].[K+] (potassium carbonate), BrCC(=O)C1=CC=C(C=C1)Cl (2-bromo-4'-chloroacetophenone). Run in C(C)#N (acetonitrile). Yields the product ClC1=CC=C(C(CN2CCN(CC2)C2=CC=C(C(=O)OCC)C=C2)=O)C=C1 (Ethyl 4-[1-(4-chlorophenacyl)-piperazin-4-yl]-benzoate). Reaction SMILES: [N:1]1([C:7]2[CH:17]=[CH:16][C:10]([C:11]([O:13][CH2:14][CH3:15])=[O:12])=[CH:9][CH:8]=2)[CH2:6][CH2:5][NH:4][CH2:3][CH2:2]1.C(=O)([O-])[O-].[K+].[K+].Br[CH2:25][C:26]([C:28]1[CH:33]=[CH:32][C:31]([Cl:34])=[CH:30][CH:29]=1)=[O:27]>C(#N)C>[Cl:34][C:31]1[CH:32]=[CH:33][C:28]([C:26](=[O:27])[CH2:25][N:4]2[CH2:3][CH2:2][N:1]([C:7]3[CH:8]=[CH:9][C:10]([C:11]([O:13][CH2:14][CH3:15])=[O:12])=[CH:16][CH:17]=3)[CH2:6][CH2:5]2)=[CH:29][CH:30]=1 |f:1.2.3|. Reported procedure: A mixture of 11.7 g. (50 mmole) ethyl 4-(piperazin-1-yl)-benzoate, 13.8 g. (0.1 mole) powdered anhydrous potassium carbonate, 125 ml. acetonitrile and 11.7 g. (50 mmole) 2-bromo-4'-chloroacetophenone (p-chlorophenacyl bromide) is stirred for 20 hours at 20° C. The reaction mixture is then suction filtered and the filter cake is washed with acetone. The combined organic phases are evaporated to dryness in a vacuum to give 15.4 g. (80% of theory) of crude product. After recrystallisation from ethy... The reactants are BrBr (bromine), C(CCCCC)C1=CC=C(C=C1)OC (4-n-hexyl-1-methoxybenzene), S(=O)([O-])[O-].[Na+].[Na+] (Sodium sulfite), BrBr (bromine). Run in CO (methanol). Product: BrC1=C(C=CC(=C1)CCCCCC)OC (2-Bromo-4-n-hexyl-1-methoxybenzene). As a reaction SMILES: [CH2:1]([C:7]1[CH:12]=[CH:11][C:10]([O:13][CH3:14])=[CH:9][CH:8]=1)[CH2:2][CH2:3][CH2:4][CH2:5][CH3:6].[Br:15]Br.S([O-])([O-])=O.[Na+].[Na+]>CO>[Br:15][C:11]1[CH:12]=[C:7]([CH2:1][CH2:2][CH2:3][CH2:4][CH2:5][CH3:6])[CH:8]=[CH:9][C:10]=1[O:13][CH3:14] |f:2.3.4|. Procedure details: 26.4 g (0.137 mol) of 4-n-hexyl-1-methoxybenzene was dissolved in 200 ml of methanol. 26.4 g (0.156 mol) of bromine was added while stirring under cooling with ice. The mixture was stirred for 2 hours, while raising the temperature to room temperature. Sodium sulfite was added to the reaction mixture to decompose an excess amount of bromine, whereupon the mixture was extracted with chloroform-water. The organic layer was washed with saturated brine, dried over anhydrous sodium sulfate, and conce... Starting materials: CN1CCN(c2cc(B3OC(C)(C)C(C)(C)O3)ccn2)CC1, FC(F)(F)c1ccc(CN2CCNc3ncc(I)cc32)o1. The product is CN1CCN(c2cc(-c3cnc4c(c3)N(Cc3ccc(C(F)(F)F)o3)CCN4)ccn2)CC1. As a reaction SMILES: [CH3:22][N:23]1[CH2:24][CH2:25][N:26]([c:29]2[n:30][cH:31][cH:32][c:33]([B:35]3[O:36][C:37]([CH3:38])([CH3:39])[C:40]([CH3:41])([CH3:42])[O:43]3)[cH:34]2)[CH2:27][CH2:28]1.[I:1][c:2]1[cH:3][c:4]2[c:5]([n:20][cH:21]1)[NH:6][CH2:7][CH2:8][N:9]2[CH2:10][c:11]1[o:12][c:13]([C:16]([F:17])([F:18])[F:19])[cH:14][cH:15]1>>[c:2]1(-[c:33]2[cH:32][cH:31][n:30][c:29]([N:26]3[CH2:25][CH2:24][N:23]([CH3:22])[CH2:28][CH2:27]3)[cH:34]2)[cH:3][c:4]2[c:5]([n:20][cH:21]1)[NH:6][CH2:7][CH2:8][N:9]2[CH2:10][c:11]1[o:12][c:13]([C:16]([F:17])([F:18])[F:19])[cH:14][cH:15]1. Reactants: OC(CCCC1=CC=C(C=C1)C1=NC=C(C=N1)OCCCCCCCCCC)C(F)(F)F ((-)-2-(4-(4-hydroxy-5,5,5-trifluoro-1-pentyl)phenyl)-5-decyloxypyrimidine), C(CCCCCCCC)(=O)Cl (nonanoyl chloride). Solvent: N1=CC=CC=C1 (pyridine), C1(=CC=CC=C1)C (toluene). Product: C(CCCCCCCC)(=O)OC(CCCC1=CC=C(C=C1)C1=NC=C(C=N1)OCCCCCCCCCC)C(F)(F)F (4-(4-nonanoyloxy-5,5,5-trifluoro-1-pentyl) phenyl-5-decyloxypyrimidine). As a reaction SMILES: [OH:1][CH:2]([C:29]([F:32])([F:31])[F:30])[CH2:3][CH2:4][CH2:5][C:6]1[CH:11]=[CH:10][C:9]([C:12]2[N:17]=[CH:16][C:15]([O:18][CH2:19][CH2:20][CH2:21][CH2:22][CH2:23][CH2:24][CH2:25][CH2:26][CH2:27][CH3:28])=[CH:14][N:13]=2)=[CH:8][CH:7]=1.[C:33](Cl)(=[O:42])[CH2:34][CH2:35][CH2:36][CH2:37][CH2:38][CH2:39][CH2:40][CH3:41]>N1C=CC=CC=1.C1(C)C=CC=CC=1>[C:33]([O:1][CH:2]([C:29]([F:31])([F:32])[F:30])[CH2:3][CH2:4][CH2:5][C:6]1[CH:7]=[CH:8][C:9]([C:12]2[N:17]=[CH:16][C:15]([O:18][CH2:19][CH2:20][CH2:21][CH2:22][CH2:23][CH2:24][CH2:25][CH2:26][CH2:27][CH3:28])=[CH:14][N:13]=2)=[CH:10][CH:11]=1)(=[O:42])[CH2:34][CH2:35][CH2:36][CH2:37][CH2:38][CH2:39][CH2:40][CH3:41]. Procedure: 1.1 g (2.5 mmol) of (-)-2-(4-(4-hydroxy-5,5,5-trifluoro-1-pentyl)phenyl)-5-decyloxypyrimidine was dissolved in 10 ml of pyridine, followed by addition of 0.53 g (3 mmol) of nonanoyl chloride and 2-hour reaction at 20°-30° C. The reaction mixture was diluted with 100 ml of toluene, and the toluene layer was washed with 4N hydrochloric acid, water, a 5% sodium bicarbonate solution and water successively in that order and concentrated under reduced pressure. The residue was purified by silica gel c...